From a dataset of the Open Reaction Database (ORD), a public repository of structured organic reaction records. describe an organic reaction: reactants, conditions, products, and yield The reactants are O[C@H]1C[C@H]2CC(=C3[C@@H]4CC[C@H]([C@@H](CCC(=O)O)C)[C@]4([C@H](C[C@@H]3[C@]2(CC1)C)O)C)C (3α,12α-dihydroxy-7-methyl-5β-chol-7-en-24-oic acid), unsaturated compounds. Solvent: C(C)(=O)OCC (ethyl acetate). Product: O[C@H]1C[C@H]2C=C([C@H]3[C@@H]4CC[C@H]([C@@H](CCC(=O)O)C)[C@]4([C@H](C[C@@H]3[C@]2(CC1)C)O)C)C (3α,12α-dihydroxy-7-methyl-5β-chol-6-en-24-oic acid). Reaction SMILES: [OH:1][C@@H:2]1[CH2:25][CH2:24][C@@:23]2([CH3:26])[C@H:4]([CH2:5][C:6]([CH3:29])=[C:7]3[C@@H:22]2[CH2:21][C@H:20]([OH:27])[C@@:19]2([CH3:28])[C@H:8]3[CH2:9][CH2:10][C@@H:11]2[C@H:12]([CH3:18])[CH2:13][CH2:14][C:15]([OH:17])=[O:16])[CH2:3]1>C(OCC)(=O)C>[OH:1][C@@H:2]1[CH2:25][CH2:24][C@@:23]2([CH3:26])[C@H:4]([CH:5]=[C:6]([CH3:29])[C@@H:7]3[C@@H:22]2[CH2:21][C@H:20]([OH:27])[C@@:19]2([CH3:28])[C@H:8]3[CH2:9][CH2:10][C@@H:11]2[C@H:12]([CH3:18])[CH2:13][CH2:14][C:15]([OH:17])=[O:16])[CH2:3]1. Procedure details: 2-(3α,7ξ,12α-Trihydroxy-7ξ-methyl-24-nor-5β-cholanyl)-4,4-dimethyl-2-oxazoline from Example 6 (2.5 g) was dissolved in a solution of concentrated HCl (2 ml) and methanol (200 ml). The solution was refluxed for 6 hours, diluted with water, and extracted with ethyl acetate. The extract was washed with water, dried, and evaporated to dryness to give methyl ester derivatives of three hydration products. The residue was combined with the unsaturated dihydroxy fraction obtained in Example 7, (total, 2... Starting materials: CC(C)(C)OC(=O)N1CCCC(=O)C1c1ccccc1, C=C(COc1ccccc1)C[Mg]Cl, C1CCOC1. Yields the product C=C(COc1ccccc1)CC1(O)CCCN(C(=O)OC(C)(C)C)C1c1ccccc1. Reaction SMILES: [C:14]([CH3:15])([CH3:16])([CH3:17])[O:18][C:19](=[O:20])[N:21]1[CH:22]([c:28]2[cH:29][cH:30][cH:31][cH:32][cH:33]2)[C:23](=[O:27])[CH2:24][CH2:25][CH2:26]1.[Cl:1][Mg:2][CH2:3][C:4](=[CH2:5])[CH2:6][O:7][c:8]1[cH:9][cH:10][cH:11][cH:12][cH:13]1.[O:34]1[CH2:35][CH2:36][CH2:37][CH2:38]1>>[CH2:3]([C:4](=[CH2:5])[CH2:6][O:7][c:8]1[cH:9][cH:10][cH:11][cH:12][cH:13]1)[C:23]1([OH:27])[CH:22]([c:28]2[cH:29][cH:30][cH:31][cH:32][cH:33]2)[N:21]([C:19]([O:18][C:14]([CH3:15])([CH3:16])[CH3:17])=[O:20])[CH2:26][CH2:25][CH2:24]1. Reactants: c1(ccccc1)[Si], c1(cccnc1)[C@H](C(Nc1nnc(CCSCCc2sc(nn2)NC(=O)[C@H](c2cnccc2)C)s1)=O)C. Reagents/catalysts: c1ccc(cc1)-c2c3ccccc3cc4ccccc24 (9-Phenylanthracene), Zn(OAc)2. Solvent: C1CCOC1 (THF). Run at temperature 90 celsius, time 18 hour. The product is C[C@@H](CNc1nnc(CCSCCc2nnc(NC(=O)[C@@H](C)c3cccnc3)s2)s1)c4cccnc4. As a reaction SMILES: [CH3:1][C@@H:2]([c:31]1[cH:36][n:35][cH:34][cH:33][cH:32]1)[C:3]([NH:5][c:6]2[s:30][c:9]([CH2:10][CH2:11][S:12][CH2:13][CH2:14][c:15]3[s:29][c:18]([NH:19][C:20]([C@@H:21]([c:23]4[cH:28][n:27][cH:26][cH:25][cH:24]4)[CH3:22])=O)[n:17][n:16]3)[n:8][n:7]2)=[O:4].[SiH3]c1ccccc1>>[CH3:22][C@H:21]([c:23]1[cH:28][n:27][cH:26][cH:25][cH:24]1)[CH2:20][NH:19][c:18]2[s:29][c:15]([CH2:14][CH2:13][S:12][CH2:11][CH2:10][c:9]3[s:30][c:6]([NH:5][C:3]([C@H:2]([c:31]4[cH:36][n:35][cH:34][cH:33][cH:32]4)[CH3:1])=[O:4])[n:7][n:8]3)[n:16][n:17]2. The reactants are Cc1onc2c1c(=O)n(C1CC(COS(C)(=O)=O)CN(C(=O)OC(C)(C)C)C1)c1cccc(Cl)c21, [N-]=[N+]=[N-], [Na+], CN(C)C=O. Product: Cc1onc2c1c(=O)n(C1CC(CN=[N+]=[N-])CN(C(=O)OC(C)(C)C)C1)c1cccc(Cl)c21. As a reaction SMILES: [C:5]([CH3:6])([CH3:7])([CH3:8])[O:9][C:10](=[O:11])[N:12]1[CH2:13][CH:14]([n:24]2[c:25](=[O:39])[c:26]3[c:27]([c:28]4[c:29]([Cl:34])[cH:30][cH:31][cH:32][c:33]24)[n:35][o:36][c:37]3[CH3:38])[CH2:15][CH:16]([CH2:18][O:19][S:20]([CH3:21])(=[O:22])=[O:23])[CH2:17]1.[N-:1]=[N+:2]=[N-:3].[Na+:4].[O:40]=[CH:41][N:42]([CH3:43])[CH3:44]>>[N:1](=[N+:2]=[N-:3])[CH2:18][CH:16]1[CH2:15][CH:14]([n:24]2[c:25](=[O:39])[c:26]3[c:27]([c:28]4[c:29]([Cl:34])[cH:30][cH:31][cH:32][c:33]24)[n:35][o:36][c:37]3[CH3:38])[CH2:13][N:12]([C:10]([O:9][C:5]([CH3:6])([CH3:7])[CH3:8])=[O:11])[CH2:17]1. Starting materials: O=C1CCC(=O)N1Br, CCCCC1Cc2cc(O)c(F)cc2C1=O, CN(C)C=O. Product: CCCCC1Cc2c(cc(F)c(O)c2Br)C1=O. As a reaction SMILES: [Br:1][N:2]1[C:3](=[O:4])[CH2:5][CH2:6][C:7]1=[O:8].[CH2:9]([CH2:10][CH2:11][CH3:12])[CH:13]1[C:14](=[O:24])[c:15]2[cH:16][c:17]([F:23])[c:18]([OH:22])[cH:19][c:20]2[CH2:21]1.[CH3:25][N:26]([CH3:27])[CH:28]=[O:29]>>[Br:1][c:19]1[c:18]([OH:22])[c:17]([F:23])[cH:16][c:15]2[c:20]1[CH2:21][CH:13]([CH2:9][CH2:10][CH2:11][CH3:12])[C:14]2=[O:24]. The reactants are [N+](=O)([O-])C=1C=C(C=CC1)C1(C(C1)C(=O)OCC)C(=O)OCC (diethyl 1-(3-nitrophenyl)-1,2-cyclopropanedicarboxylate), [OH-].[Na+] (sodium hydroxide). Run in CO (methanol). Reaction conditions: temperature 0 celsius, time 8 hour. The product is [N+](=O)([O-])C=1C=C(C=CC1)C1(C(C1)C(=O)O)C(=O)O (1-(3-Nitrophenyl)-1,2-cyclopropanedicarboxylic acid). Reaction SMILES: [N+:1]([C:4]1[CH:5]=[C:6]([C:10]2([C:18]([O:20]CC)=[O:19])[CH2:12][CH:11]2[C:13]([O:15]CC)=[O:14])[CH:7]=[CH:8][CH:9]=1)([O-:3])=[O:2].[OH-].[Na+]>CO>[N+:1]([C:4]1[CH:5]=[C:6]([C:10]2([C:18]([OH:20])=[O:19])[CH2:12][CH:11]2[C:13]([OH:15])=[O:14])[CH:7]=[CH:8][CH:9]=1)([O-:3])=[O:2] |f:1.2|. Procedure: 14.2 g of diethyl 1-(3-nitrophenyl)-1,2-cyclopropanedicarboxylate are dissolved in 150 ml of methanol and to this solution are added 100 ml of 1N sodium hydroxide solution. The mixture is stirred overnight and the solvent is then removed from the dark brown solution. The reaction mixture is extracted twice with ether after cooling to 0° C. and adding 50 ml of 2N hydrochloric acid. The ethereal phases are washed repeatedly with a small amount of water, dried over magnesium sulfate, filtered and c... Reactants: CCN(C(C)C)C(C)C, CN(C)C=O, COc1cc(C(=O)O)ccc1Nc1ncc2c(n1)N(C1CCCC1)CC(F)(F)C(=O)N2C, CC(C)(C)OC(=O)N1CCC(N)CC1, O. Product: COc1cc(C(=O)NC2CCN(C(=O)OC(C)(C)C)CC2)ccc1Nc1ncc2c(n1)N(C1CCCC1)CC(F)(F)C(=O)N2C. As a reaction SMILES: [CH2:33]([N:34]([CH:35]([CH3:36])[CH3:37])[CH:38]([CH3:39])[CH3:40])[CH3:41].[CH3:56][N:57]([CH3:58])[CH:59]=[O:60].[CH:1]1([N:6]2[c:7]3[c:8]([cH:17][n:18][c:19]([NH:21][c:22]4[c:23]([O:31][CH3:32])[cH:24][c:25]([C:26](=[O:27])[OH:28])[cH:29][cH:30]4)[n:20]3)[N:9]([CH3:16])[C:10](=[O:15])[C:11]([F:13])([F:14])[CH2:12]2)[CH2:2][CH2:3][CH2:4][CH2:5]1.[NH2:42][CH:43]1[CH2:44][CH2:45][N:46]([C:49](=[O:50])[O:51][C:52]([CH3:53])([CH3:54])[CH3:55])[CH2:47][CH2:48]1.[OH2:61]>>[CH:1]1([N:6]2[c:7]3[c:8]([cH:17][n:18][c:19]([NH:21][c:22]4[c:23]([O:31][CH3:32])[cH:24][c:25]([C:26](=[O:27])[NH:42][CH:43]5[CH2:44][CH2:45][N:46]([C:49](=[O:50])[O:51][C:52]([CH3:53])([CH3:54])[CH3:55])[CH2:47][CH2:48]5)[cH:29][cH:30]4)[n:20]3)[N:9]([CH3:16])[C:10](=[O:15])[C:11]([F:13])([F:14])[CH2:12]2)[CH2:2][CH2:3][CH2:4][CH2:5]1. The reactants are BrBr (bromine), CC1=C(C=CC=C1C)[N+](=O)[O-] (2,3-dimethylnitrobenzene), C(C)(=O)OCC (ethyl acetate), O (water). Reagents/catalysts: [Fe] (iron). Conditions: time 30 minute. Yields the product BrC=1C=C(C(=C(N)C1)C)C (5-bromo-2,3-dimethylaniline). The yield is 37.7%. Reaction SMILES: [Br:1]Br.C(OCC)(=O)C.O.[CH3:10][C:11]1[C:16]([CH3:17])=[CH:15][CH:14]=[CH:13][C:12]=1[N+:18]([O-])=O>[Fe]>[Br:1][C:14]1[CH:15]=[C:16]([CH3:17])[C:11]([CH3:10])=[C:12]([CH:13]=1)[NH2:18]. Procedure details: In 45.3 g of 2,3-dimethylnitrobenzene was uspended 0.6 g of iron powder, followed by adding dropwise thereto 57.5 g of bromine on an oil bath at 75° C., and the resulting mixture was stirred at the same temperature for 3.5 hours. The reaction mixture was cooled to room temperature and then added to a mixed solvent of 200 ml of ethyl acetate and 200 ml of water, and the organic layer was separated. The organic layer obtained was washed with an aqueous sodium thiosulfate solution and then a satura...